Dataset: the Open Reaction Database (ORD), a public repository of structured organic reaction records. Task: describe an organic reaction: reactants, conditions, products, and yield Reactants: Clc1ccccc1Br, C1CCOC1, [F-], [K+], OB(O)c1ccccc1. Product: Clc1ccccc1-c1ccccc1. As a reaction SMILES: [Br:1][c:2]1[c:3]([Cl:8])[cH:4][cH:5][cH:6][cH:7]1.[CH2:20]1[O:21][CH2:22][CH2:23][CH2:24]1.[F-:18].[K+:19].[OH:9][B:10]([OH:11])[c:12]1[cH:13][cH:14][cH:15][cH:16][cH:17]1>>[c:2]1(-[c:12]2[cH:13][cH:14][cH:15][cH:16][cH:17]2)[c:3]([Cl:8])[cH:4][cH:5][cH:6][cH:7]1. The reactants are C[Si](CCOCCl)(C)C (2-(trimethylsilyl)ethoxymethyl chloride), O (water), [H-].[Na+] (sodium hydride), N1C(=NC=C1)CNC(C)=O (N-(imidazol-2-ylmethyl)acetamide). Solvent: CN(C=O)C (N,N-dimethylformamide), C(C)(=O)OCC (ethyl acetate), CN(C=O)C (N,N-dimethylformamide). Run at time 15 minute. Product: C[Si](CCOCN1C(=NC=C1)CNC(C)=O)(C)C (N-[1-[2-(Trimethylsilyl)ethoxymethyl]imidazol-2-ylmethyl]-acetamide). As a reaction SMILES: [H-].[Na+].[NH:3]1[CH:7]=[CH:6][N:5]=[C:4]1[CH2:8][NH:9][C:10](=[O:12])[CH3:11].[CH3:13][Si:14]([CH3:21])([CH3:20])[CH2:15][CH2:16][O:17][CH2:18]Cl.O>CN(C)C=O.C(OCC)(=O)C>[CH3:13][Si:14]([CH3:21])([CH3:20])[CH2:15][CH2:16][O:17][CH2:18][N:3]1[CH:7]=[CH:6][N:5]=[C:4]1[CH2:8][NH:9][C:10](=[O:12])[CH3:11] |f:0.1|. Procedure: Under ice-cooling, 0.08 g of sodium hydride (60% oily) was added to a solution of 0.31 g of N-(imidazol-2-ylmethyl)acetamide in N,N-dimethylformamide (10 ml). After stirring for 15 minutes, a solution of 0.35 ml of 2-(trimethylsilyl)ethoxymethyl chloride in N,N-dimethylformamide (1 ml) was dropped thereinto and the resulting mixture was stirred at room temperature for additional 16 hours. Then the reaction mixture was distributed into water and ethyl acetate. The organic layer was washed with wa... Starting materials: F[C@@H](C)[C@@H]1N(C(OC1)=O)C1=NC(=NC=C1)F ((R)-4-((S)-1-fluoroethyl)-3-(2-fluoropyrimidin-4-yl)oxazolidin-2-one), O (water), FC1=C(C=CC=C1C(F)(F)F)C=1C=NC(=NC1)[C@H](C)N ((S)-1-(5-(2-fluoro-3-(trifluoromethyl)phenyl)pyrimidin-2-yl)ethanamine), CCN(C(C)C)C(C)C (Hunig's base). Solvent: CS(=O)C (DMSO). Yields the product FC1=C(C=CC=C1C(F)(F)F)C=1C=NC(=NC1)[C@H](C)NC1=NC=CC(=N1)N1C(OC[C@@H]1[C@H](C)F)=O ((R)-3-(2-(((S)-1-(5-(2-fluoro-3-(trifluoromethyl)phenyl)pyrimidin-2-yl)ethyl)amino)pyrimidin-4-yl)-4-((S)-1-fluoroethyl)oxazolidin-2-one). The yield is 76.1%. Reaction SMILES: [F:1][C@H:2]([C@H:4]1[CH2:8][O:7][C:6](=[O:9])[N:5]1[C:10]1[CH:15]=[CH:14][N:13]=[C:12](F)[N:11]=1)[CH3:3].[F:17][C:18]1[C:23]([C:24]([F:27])([F:26])[F:25])=[CH:22][CH:21]=[CH:20][C:19]=1[C:28]1[CH:29]=[N:30][C:31]([C@@H:34]([NH2:36])[CH3:35])=[N:32][CH:33]=1.CCN(C(C)C)C(C)C.O>CS(C)=O>[F:17][C:18]1[C:23]([C:24]([F:26])([F:25])[F:27])=[CH:22][CH:21]=[CH:20][C:19]=1[C:28]1[CH:33]=[N:32][C:31]([C@@H:34]([NH:36][C:12]2[N:11]=[C:10]([N:5]3[C@@H:4]([C@@H:2]([F:1])[CH3:3])[CH2:8][O:7][C:6]3=[O:9])[CH:15]=[CH:14][N:13]=2)[CH3:35])=[N:30][CH:29]=1. Procedure details: (R)-4-((S)-1-fluoroethyl)-3-(2-fluoropyrimidin-4-yl)oxazolidin-2-one (50 mg, 0.218 mmol) and (S)-1-(5-(2-fluoro-3-(trifluoromethyl)phenyl)pyrimidin-2-yl)ethanamine (75 mg, 0.262 mmol) were taken up in 3 mL DMSO. Hunig's base (57 uL, 0.327 mmol) was added. The mixture was heated to 110 C for 1.5 h. The reaction mixture was poured into 30 mL water, and extracted with EtOAc (2×30 mL). Organics were washed with 20 mL each water, and brine. Combined organics were dried over Na2SO4, filtered and conce...